From a dataset of the Open Reaction Database (ORD), a public repository of structured organic reaction records. describe an organic reaction: reactants, conditions, products, and yield Isolated yield 83.0%. Product: ClC1=C(OC=2C=CC3=C(C=NS3)C2)C=CC(=C1)N(C(=O)NC)OC (5-[2'-chloro-4'-(N-methoxy-N-methylaminocarbonylamino)-phenoxy]-benzisothiazole). Procedure details: A solution of 6.1 parts of N-methoxy-N-methylamine in 100 parts of diethyl ether was added to a solution of 30.3 parts of 5-(2'-chloro-4'-isocyanatophenoxy)-benzisothiazole in 300 parts of diethyl ether at from 20° to 30° C., and after 12 hours at this temperature the reaction mixture was evaporated down and the residue was treated with about 50 parts of diethyl ether. 30.2 parts (83% of theory) of 5-[2'-chloro-4'-(N-methoxy-N-methylaminocarbonylamino)-phenoxy]-benzisothiazole of melting point 1... RXN SMILES: CO[NH:3][CH3:4].[Cl:5][C:6]1[CH:21]=[C:20]([N:22]=[C:23]=[O:24])[CH:19]=[CH:18][C:7]=1[O:8][C:9]1[CH:10]=[CH:11][C:12]2[S:16][N:15]=[CH:14][C:13]=2[CH:17]=1.[CH2:25]([O:27]CC)C>>[Cl:5][C:6]1[CH:21]=[C:20]([N:22]([O:27][CH3:25])[C:23]([NH:3][CH3:4])=[O:24])[CH:19]=[CH:18][C:7]=1[O:8][C:9]1[CH:10]=[CH:11][C:12]2[S:16][N:15]=[CH:14][C:13]=2[CH:17]=1. The reactants are CONC (N-methoxy-N-methylamine), 30.3, ClC1=C(OC=2C=CC3=C(C=NS3)C2)C=CC(=C1)N=C=O (5-(2'-chloro-4'-isocyanatophenoxy)-benzisothiazole), C(C)OCC (diethyl ether), C(C)OCC (diethyl ether). The reactants are BrC=1C=C(C=NC1)C1NCCC1 (5-bromo-3-(2-pyrrolidinyl)pyridine), C(=O)O (formic acid). Run in C=O (formaldehyde). Run at temperature 80 celsius, time 3 hour. The product is BrC=1C=C(C=NC1)C1N(CCC1)C (5-bromo-3-(1-methyl-2-pyrrolidinyl)pyridine). As a reaction SMILES: [Br:1][C:2]1[CH:3]=[C:4]([CH:8]2[CH2:12][CH2:11][CH2:10][NH:9]2)[CH:5]=[N:6][CH:7]=1.[CH:13](O)=O>C=O>[Br:1][C:2]1[CH:3]=[C:4]([CH:8]2[CH2:12][CH2:11][CH2:10][N:9]2[CH3:13])[CH:5]=[N:6][CH:7]=1. Reported procedure: Enantiomerically enriched 5-bromo-3-(2-pyrrolidinyl)pyridine (1.82 g, 8 mmol) was dissolved in a mixture of 98% formic acid (16 mL) and 37% aqueous formaldehyde (8 mL). The solution was heated with stirring for 3 h at 80° C. After cooling to 25° C. the mixture was concentrated in vacuo and water (30 mL) added. The mixture was basified with solid NaOH to pH 12 and extracted with methylene chloride (3×40 mL). The combined organic extracts were washed with brine (20 mL), dried (MgSO4) and concentra... The reactants are C(C)C=1N=CNC1 (4-ethyl-1H-imidazole), [N+](=O)([O-])C1=CC=C(CBr)C=C1 (4-nitrobenzyl bromide), C([O-])([O-])=O.[K+].[K+] (potassium carbonate), CN(C=O)C (N,N-dimethylformamide). The solvent is O (water). Run at time 14 hour. The product is C(C)C=1N=CN(C1)CC1=CC=C(C=C1)[N+](=O)[O-] (4-ethyl-1-(4-nitrobenzyl)-1H-imidazole). Isolated yield 33.0%. Reaction SMILES: [CH2:1]([C:3]1[N:4]=[CH:5][NH:6][CH:7]=1)[CH3:2].[N+:8]([C:11]1[CH:18]=[CH:17][C:14]([CH2:15]Br)=[CH:13][CH:12]=1)([O-:10])=[O:9].C(=O)([O-])[O-].[K+].[K+].CN(C)C=O>O>[CH2:1]([C:3]1[N:4]=[CH:5][N:6]([CH2:15][C:14]2[CH:17]=[CH:18][C:11]([N+:8]([O-:10])=[O:9])=[CH:12][CH:13]=2)[CH:7]=1)[CH3:2] |f:2.3.4|. Procedure details: A mixture of 4-ethyl-1H-imidazole (2.46 g), 4-nitrobenzyl bromide (6.08 g), potassium carbonate (7.08 g) and N,N-dimethylformamide (50 ml) was stirred at room temperature for 14 hrs. The reaction mixture was poured into water, and the mixture was extracted with ethyl acetate. The organic layer was washed with water, dried over anhydrous magnesium sulfate, and concentrated. The residue was subjected to silica gel column chromatography to give 4-ethyl-1-(4-nitrobenzyl)-1H-imidazole (1.95 g) as a y...